This data is from the Open Reaction Database (ORD), a public repository of structured organic reaction records. The task is: describe an organic reaction: reactants, conditions, products, and yield The reactants are COC(N(C)C)OC (dimethylformamide dimethyl acetal), COC(N(C)C)OC (Dimethylformamide dimethyl acetal), COC1=C(C=C(C=C1)NC(C)=O)C(C)=O (2′-methoxy-5′-acetamidoacetophenone), COC(N(C)C)OC (dimethylformamide dimethyl acetal). Run in C(C)O (ethanol). Conditions: temperature 22 celsius, time 30 hour. Yields the product CN(C=CC(=O)C1=C(C=CC(=C1)NC(C)=O)OC)C (3-dimethylamino-1-(2′-methoxy-5′-acetamidophenyl)prop-2-en-1-one). Yield: 101.4%. Reaction SMILES: CO[CH:3](OC)[N:4]([CH3:6])[CH3:5].[CH3:9][O:10][C:11]1[CH:16]=[CH:15][C:14]([NH:17][C:18](=[O:20])[CH3:19])=[CH:13][C:12]=1[C:21](=[O:23])[CH3:22]>C(O)C>[CH3:6][N:4]([CH3:5])[CH:3]=[CH:22][C:21]([C:12]1[CH:13]=[C:14]([NH:17][C:18](=[O:20])[CH3:19])[CH:15]=[CH:16][C:11]=1[O:10][CH3:9])=[O:23]. Procedure: Dimethylformamide dimethyl acetal (693.3 g) was added to a suspension of 2′-methoxy-5′-acetamidoacetophenone (3, 1215.1 g) in ethanol (12.15 L) stirred under nitrogen at 22° C. After the resulting suspension had been stirred and refluxed under nitrogen for 18 hours, all solids had dissolved, and additional dimethylformamide dimethyl acetal (346.2 g) was added to the homogeneous reaction mixture. Stirring and refluxing under nitrogen were continued for an additional 30 hours, after which addition... Reactants: C([O-])(O)=O.[Na+] (sodium bicarbonate), C(=O)(Cl)Cl (Phosgene), C1(=CC=CC=C1)C1(C2CCC(C1)C2)C2=C(C(=O)NN)C=CC(=C2)OCC2=NC1=CC=CC=C1C=C2 ((−)-2-(2-phenylbicyclo[2.2.1]hept-2-yl)-4-(quinolin-2-ylmethoxy)benzohydrazide). The solvent is C1(=CC=CC=C1)C (toluene), C(Cl)Cl (methylene chloride). Conditions: time 45 minute. The product is C1(=CC=CC=C1)C1(C2CCC(C1)C2)C2=C(C=CC(=C2)OCC2=NC1=CC=CC=C1C=C2)C2=NNC(O2)=O ((−)-5-[2-(2-phenylbicyclo[2.2.1]hept-2-yl)-4-(quinolin-2-ylmethoxy)phenyl]-1,3,4-oxadiazol-2(3H)-one). As a reaction SMILES: [C:1](Cl)(Cl)=[O:2].[C:5]1([C:11]2([C:18]3[CH:27]=[C:26]([O:28][CH2:29][C:30]4[CH:39]=[CH:38][C:37]5[C:32](=[CH:33][CH:34]=[CH:35][CH:36]=5)[N:31]=4)[CH:25]=[CH:24][C:19]=3[C:20]([NH:22][NH2:23])=[O:21])[CH2:16][CH:15]3[CH2:17][CH:12]2[CH2:13][CH2:14]3)[CH:10]=[CH:9][CH:8]=[CH:7][CH:6]=1.C(=O)(O)[O-].[Na+]>C1(C)C=CC=CC=1.C(Cl)Cl>[C:5]1([C:11]2([C:18]3[CH:27]=[C:26]([O:28][CH2:29][C:30]4[CH:39]=[CH:38][C:37]5[C:32](=[CH:33][CH:34]=[CH:35][CH:36]=5)[N:31]=4)[CH:25]=[CH:24][C:19]=3[C:20]3[O:21][C:1](=[O:2])[NH:23][N:22]=3)[CH2:16][CH:15]3[CH2:17][CH:12]2[CH2:13][CH2:14]3)[CH:10]=[CH:9][CH:8]=[CH:7][CH:6]=1 |f:2.3|. Procedure: Phosgene (751 μL of a −20% w/v solution in toluene, 1.42 mmol) was added dropwise via syringe to a stirred solution of 4d (365 mg, 0.79 mmol) in methylene chloride (20 mL) at −78° C. After approximately 45 minutes, the reaction mixture was poured into saturated aqueous sodium bicarbonate and extracted three times with methylene chloride. The combined organic extracts were washed with brine, dried (Na2SO4) and concentrated in vacuo. The crude residue was purified by preparative reversed phase HPL...